From a dataset of the Open Reaction Database (ORD), a public repository of structured organic reaction records. describe an organic reaction: reactants, conditions, products, and yield Reactants: N12C[C@@H](C(CC1)CC2)OC(=O)C2(CCCCCC2)C2=CC=CC=C2 (1-phenyl-cycloheptanecarboxylic acid (R)-(1-aza-bicyclo[2.2.2]oct-3-yl) ester), ClCC(=O)NC1=NC=NS1 (2-chloro-N-[1,2,4]thiadiazol-5-yl-acetamide). The solvent is CC#N (MeCN). The product is [Cl-].C1(=CC=CC=C1)C1(CCCCCC1)C(=O)O[C@H]1C[N+]2(CCC1CC2)CC(NC2=NC=NS2)=O ((R)-3-(1-Phenyl-cycloheptanecarbonyloxy)-1-([1,2,4]thiadiazol-5-ylcarbamoylmethyl)-1-azonia-bicyclo[2.2.2]octane chloride). Yield: 19.8%. Reaction SMILES: [N:1]12[CH2:8][CH2:7][CH:4]([CH2:5][CH2:6]1)[C@@H:3]([O:9][C:10]([C:12]1([C:19]3[CH:24]=[CH:23][CH:22]=[CH:21][CH:20]=3)[CH2:18][CH2:17][CH2:16][CH2:15][CH2:14][CH2:13]1)=[O:11])[CH2:2]2.[Cl:25][CH2:26][C:27]([NH:29][C:30]1[S:34][N:33]=[CH:32][N:31]=1)=[O:28]>CC#N>[Cl-:25].[C:19]1([C:12]2([C:10]([O:9][C@@H:3]3[CH:4]4[CH2:7][CH2:8][N+:1]([CH2:26][C:27](=[O:28])[NH:29][C:30]5[S:34][N:33]=[CH:32][N:31]=5)([CH2:6][CH2:5]4)[CH2:2]3)=[O:11])[CH2:18][CH2:17][CH2:16][CH2:15][CH2:14][CH2:13]2)[CH:20]=[CH:21][CH:22]=[CH:23][CH:24]=1 |f:3.4|. Procedure: 1-phenyl-cycloheptanecarboxylic acid (R)-(1-aza-bicyclo[2.2.2]oct-3-yl) ester (Example 14e) (0.30 mmol) and 2-chloro-N-[1,2,4]thiadiazol-5-yl-acetamide (0.36 mmol) (Example 56a) in MeCN (1.5 mL) were stirred at room temperature overnight. The reaction mixture was filtered and the solid obtained was washed with cold MeCN to give the title compound (30 mg) as a solid. Reactants: ClC1=NC(=CN=C1)Cl (2,6-dichloropyrazine), C(C)(=O)NC1=CC=C(C=C1)O (4-acetamidophenol). Run in CCOC(=O)C (AcOEt). The product is ClC1=NC(=CN=C1)OC1=CC=C(C=C1)NC(C)=O (2-Chloro-6-(4-acetamidophenyl-oxy)-pyrazine). The yield is 92.0%. RXN SMILES: Cl[C:2]1[CH:7]=[N:6][CH:5]=[C:4]([Cl:8])[N:3]=1.[C:9]([NH:12][C:13]1[CH:18]=[CH:17][C:16]([OH:19])=[CH:15][CH:14]=1)(=[O:11])[CH3:10]>CCOC(C)=O>[Cl:8][C:4]1[CH:5]=[N:6][CH:7]=[C:2]([O:19][C:16]2[CH:15]=[CH:14][C:13]([NH:12][C:9](=[O:11])[CH3:10])=[CH:18][CH:17]=2)[N:3]=1. Reported procedure: Using Method DD with 2,6-dichloropyrazine (200 mg, 1.34 mmol) and 4-acetamidophenol (202 mg, 1.49 mmol), and crystallisation in AcOEt, the title compound was obtained (327 mg). Yield: 92%. 1H NMR (250 MHz, DMSO-d6) δ 2.12 (s, 3H, CH3—NH), 7.25 (d, 2H, Harom 3+5, J=8.9 Hz), 7.71 (d, 2H, Harom 2+6, J=8.9 Hz), 8.55 (s, 1H, HPz 5), 8.57 (s, 1H, HPz 3), 10.10 (s, 1H, NH). m/z: 264.0 [(M+H)+, calcd for C12H10ClN3O2 263.0]. Reactants: ClC1=CSC2=C1N=C(S2)C (6-chloro-2-methylthieno[3,2-d]thiazole), C1CC(=O)N(C1=O)Br (NBS). Reagents/catalysts: C(C1=CC=CC=C1)(=O)OOC(C1=CC=CC=C1)=O (benzoyl peroxide). Reaction conditions: temperature 75 celsius, time 30 minute. The product is BrCC=1SC2=C(N1)C(=CS2)Cl (2-(Bromomethyl)-6-chlorothieno[3,2-d]thiazole). Yield: 68.9%. Reaction SMILES: [Cl:1][C:2]1[C:6]2[N:7]=[C:8]([CH3:10])[S:9][C:5]=2[S:4][CH:3]=1.C1C(=O)N([Br:18])C(=O)C1>C(OOC(=O)C1C=CC=CC=1)(=O)C1C=CC=CC=1>[Br:18][CH2:10][C:8]1[S:9][C:5]2[S:4][CH:3]=[C:2]([Cl:1])[C:6]=2[N:7]=1. Procedure details: To a solution of 310 mg(1.62 mmol) of 6-chloro-2-methylthieno[3,2-d]thiazole (from Step 2) and 10 mg of benzoyl peroxide in 15 ml of CC14 was added 306 mg(1.72 mmol) of NBS at r.t. The mixture was stirred at 75° C. under radiation from a sunlamp for 30 min. The solid was filtered, the solution was evaporated to dryness and the residue purified on silica gel with hexane/EtOAc=8:1 to give 300 mg (69%) of the title product. 1H NMR (CDCl3) 7.35(s, 1H), 4.80(s,2H). Starting materials: COC(COC1=CC2=C(C(=CC=C2C=C1)OCCCCCOC1=C(C(=C(C=C1)C(C)=O)O)CCC)C(C)=O)=O ([[8-acetyl-7-[5-(4-acetyl-3-hydroxy-2-propylphenoxy)pentyloxy]-2-naphthalenyl]oxy]acetic acid methyl ester), [OH-].[Na+] (sodium hydroxide). The solvent is CO (methanol). The product is C(C)(=O)C=1C(=CC=C2C=CC(=CC12)OCC(=O)O)OCCCCCOC1=C(C(=C(C=C1)C(C)=O)O)CCC ([[8-Acetyl-7-[5-(4-acetyl-3-hydroxy-2-propylphenoxy)pentyloxy]-2-naphthalenyl]oxy]acetic acid). The yield is 77.9%. Reaction SMILES: C[O:2][C:3](=[O:39])[CH2:4][O:5][C:6]1[CH:15]=[CH:14][C:13]2[C:8](=[C:9]([C:36](=[O:38])[CH3:37])[C:10]([O:16][CH2:17][CH2:18][CH2:19][CH2:20][CH2:21][O:22][C:23]3[CH:28]=[CH:27][C:26]([C:29](=[O:31])[CH3:30])=[C:25]([OH:32])[C:24]=3[CH2:33][CH2:34][CH3:35])=[CH:11][CH:12]=2)[CH:7]=1.[OH-].[Na+]>CO>[C:36]([C:9]1[C:10]([O:16][CH2:17][CH2:18][CH2:19][CH2:20][CH2:21][O:22][C:23]2[CH:28]=[CH:27][C:26]([C:29](=[O:31])[CH3:30])=[C:25]([OH:32])[C:24]=2[CH2:33][CH2:34][CH3:35])=[CH:11][CH:12]=[C:13]2[C:8]=1[CH:7]=[C:6]([O:5][CH2:4][C:3]([OH:39])=[O:2])[CH:15]=[CH:14]2)(=[O:38])[CH3:37] |f:1.2|. Procedure: To a suspension of 1.45 g of [[8-acetyl-7-[5-(4-acetyl-3-hydroxy-2-propylphenoxy)pentyloxy]-2-naphthalenyl]oxy]acetic acid methyl ester in 54 ml of methanol, was added 27 ml of 1N sodium hydroxide. The reaction mixture was stirred at reflux for one hour and 20 minutes. The methanol was removed in vacuo and the aqueous residue was acidified to pH3. The precipitate was dissolved in chloroform, dried (magnesium sulfate), and the solid obtained from the concentrated chloroform solution was recrystal... Reactants: C1CCOC1, COC(=O)c1sc(-c2ccccc2)cc1N, CO, [Li+], [OH-], O, O. Product: Nc1cc(-c2ccccc2)sc1C(=O)O. Reaction SMILES: [CH2:20]1[O:21][CH2:22][CH2:23][CH2:24]1.[CH3:1][O:2][C:3](=[O:4])[c:5]1[s:6][c:7](-[c:11]2[cH:12][cH:13][cH:14][cH:15][cH:16]2)[cH:8][c:9]1[NH2:10].[CH3:25][OH:26].[Li+:18].[OH-:17].[OH2:19].[OH2:27]>>[O:2]=[C:3]([OH:4])[c:5]1[s:6][c:7](-[c:11]2[cH:12][cH:13][cH:14][cH:15][cH:16]2)[cH:8][c:9]1[NH2:10]. The reactants are Brc1cccc2c1NC1CCNCC21, O=C([O-])[O-], C1CCOC1, CCOC(=O)Cl, [Na+], [Na+], O=C([O-])C(O)c1ccccc1. The product is CCOC(=O)N1CCC2Nc3c(Br)cccc3C2C1. As a reaction SMILES: [Br:1][c:2]1[cH:3][cH:4][cH:5][c:6]2[c:10]1[NH:9][CH:8]1[CH:7]2[CH2:14][NH:13][CH2:12][CH2:11]1.[C:26](=[O:27])([O-:28])[O-:29].[CH2:38]1[O:39][CH2:40][CH2:41][CH2:42]1.[Cl:32][C:33](=[O:34])[O:35][CH2:36][CH3:37].[Na+:30].[Na+:31].[OH:15][CH:16]([c:17]1[cH:18][cH:19][cH:20][cH:21][cH:22]1)[C:23](=[O:24])[O-:25]>>[Br:1][c:2]1[cH:3][cH:4][cH:5][c:6]2[c:10]1[NH:9][CH:8]1[CH:7]2[CH2:14][N:13]([C:33](=[O:34])[O:35][CH2:36][CH3:37])[CH2:12][CH2:11]1. Reactants: O (water), CC=1N(C(=CC1)C)C1=NC(=C(C(=C1)C)O)C (2-(2,5-Dimethyl-1H-pyrrol-1-yl)-5-hydroxy-4,6-dimethylpyridine), [H-].[Na+] (sodium hydride), C(C1=CC=CC=C1)Br (benzyl bromide). Solvent: C1CCOC1 (THF). Run at time 8 hour. Product: CC=1N(C(=CC1)C)C1=NC(=C(C(=C1)C)OCC1=CC=CC=C1)C (2-(2,5-Dimethyl-1H-pyrrol-1-yl)-5-benzyloxy-4,6-dimethylpyridine). As a reaction SMILES: [CH3:1][C:2]1[N:3]([C:8]2[CH:13]=[C:12]([CH3:14])[C:11]([OH:15])=[C:10]([CH3:16])[N:9]=2)[C:4]([CH3:7])=[CH:5][CH:6]=1.[CH2:17](Br)[C:18]1[CH:23]=[CH:22][CH:21]=[CH:20][CH:19]=1.[H-].[Na+].O>C1COCC1>[CH3:7][C:4]1[N:3]([C:8]2[CH:13]=[C:12]([CH3:14])[C:11]([O:15][CH2:17][C:18]3[CH:23]=[CH:22][CH:21]=[CH:20][CH:19]=3)=[C:10]([CH3:16])[N:9]=2)[C:2]([CH3:1])=[CH:6][CH:5]=1 |f:2.3|. Procedure details: To a stirred solution containing 1.18 g (5.50 mmol) of 2-(2,5-dimethyl-1H-pyrrol-1-yl)-5-hydroxy-4,6-dimethylpyridine (15) in 20 mL of anhydrous THF were added 1.20 mL (10.10 mmol) of benzyl bromide followed by 440 mg (11.00 mmol) of 60% sodium hydride suspension in mineral oil. The reaction mixture was stirred at room temperature under argon atmosphere overnight. The reaction mixture was poured into 150 mL of water and extracted with two portions of 100 mL of ethyl acetate. The combined organic... Starting materials: O (Water), [H-].[Na+] (Sodium hydride), C(C)N1C2=C(N(C(C3=C1N=CC=C3)=O)C)C=CC(=N2)C2=CNC=C2 (5,11-dihydro-11-ethyl-5-methyl-2-(3-pyrrolyl)-6H-dipyrido[3,2-b:2',3'-e][1,4]diazepin-6-one), CI (Methyl iodide). The solvent is CN(C)C=O (DMF). Run at time 30 minute. Product: C(C)N1C2=C(N(C(C3=C1N=CC=C3)=O)C)C=CC(=N2)C2=CN(C=C2)C (5,11-Dihydro-11-ethyl-5-methyl-2-(1-methylpyrrol-3-yl)-6H-dipyrido[3,2-b:2',3'-e][1,4]diazepin-6-one). As a reaction SMILES: [H-].[Na+].[CH2:3]([N:5]1[C:11]2[N:12]=[CH:13][CH:14]=[CH:15][C:10]=2[C:9](=[O:16])[N:8]([CH3:17])[C:7]2[CH:18]=[CH:19][C:20]([C:22]3[CH:26]=[CH:25][NH:24][CH:23]=3)=[N:21][C:6]1=2)[CH3:4].[CH3:27]I.O>CN(C=O)C>[CH2:3]([N:5]1[C:11]2[N:12]=[CH:13][CH:14]=[CH:15][C:10]=2[C:9](=[O:16])[N:8]([CH3:17])[C:7]2[CH:18]=[CH:19][C:20]([C:22]3[CH:26]=[CH:25][N:24]([CH3:27])[CH:23]=3)=[N:21][C:6]1=2)[CH3:4] |f:0.1|. Reported procedure: Sodium hydride (0.008 g, 60% in oil) was added to a solution of 5,11-dihydro-11-ethyl-5-methyl-2-(3-pyrrolyl)-6H-dipyrido[3,2-b:2',3'-e][1,4]diazepin-6-one (0.065 g) in dry DMF (3 mL) and stirred for 30 min. Methyl iodide (0.2 mL) was added and the reaction mixture was stirred for an additional 2 h. Water was added and the product was extracted with CH2Cl2, dried (anhyd Na2SO4), filtered, and evaporated. The residue was chromatographed over silica gel (ethyl acetate/hexanes, 1:1) and was further... Starting materials: [NH4+].[Cl-] (NH4Cl), [PH4+] (phosphonium), C1CCOC1 (THF), N1N=C(C=C1)C=O (pyrazole-3-carboxaldehyde), [H-].[Na+] (NaH). Conditions: time 10 minute. Product: N=1NC(=CC1)C=CC#N (3-(2H-pyrazol-3-yl)-acrylonitrile). RXN SMILES: [PH4+].[H-].[Na+].[NH:4]1[CH:8]=[CH:7][C:6]([CH:9]=O)=[N:5]1.[NH4+:11].[Cl-].[CH2:13]1[CH2:17]OCC1>>[N:4]1[NH:5][C:6]([CH:9]=[CH:17][C:13]#[N:11])=[CH:7][CH:8]=1 |f:1.2,4.5|. Procedure details: To a suspension of the phosphonium salt (900 mg, 2.35 mmol) in THF (10 mL) under nitrogen was added NaH (60% in mineral oil, 99 mg, 2.5 mmol) in one portion. The suspension stirred at room temperature for 10 minutes, then pyrazole-3-carboxaldehyde (211 mg, 2.20 mmol) was added as a solid in one portion. The reaction was heated to reflux for 30 minutes, then cooled to room temperature and saturated aqueous NH4Cl (10 mL) was added. The mixture was extracted with CH2Cl2 (25 mL×3) and the combined o...